Dataset: the Open Reaction Database (ORD), a public repository of structured organic reaction records. Task: describe an organic reaction: reactants, conditions, products, and yield The reactants are N1(N=CC=C1)C1=CC=C(CC=2C(=NC3=CC=C(C=C3C2Cl)Br)N2CCC2)C=C1 (3-(4-(1H-Pyrazol-1-yl)benzyl)-2-(azetidin-1-yl)-6-bromo-4-chloroquinoline), CN1C(=NC=C1C=O)C (1,2-Dimethyl-1H-imidazole-5-carbaldehyde), N1(N=CC=C1)C1=CC=C(CC=2C(=NC3=CC=C(C=C3C2Cl)Br)N2CCC2)C=C1 (3-(4-(1H-Pyrazol-1-yl)benzyl)-2-(azetidin-1-yl)-6-bromo-4-chloroquinoline), [Li]CCCC (n-BuLi). Run in C1CCOC1 (THF), C1CCOC1 (THF). Conditions: temperature -78 celsius, time 5 minute. The product is N1(CCC1)C1=NC2=CC=C(C=C2C(=C1CC1=CC=C(C=C1)N1N=CC=C1)Cl)C(O)C1=CN=C(N1C)C ((2-Azetidin-1-yl-4-chloro-3-[4-(1H-pyrazol-1-yl)benzyl]quinolin-6-yl)(1,2-dimethyl-1H-imidazol-5-yl)methanol). Reaction SMILES: [N:1]1([C:6]2[CH:28]=[CH:27][C:9]([CH2:10][C:11]3[C:12]([N:23]4[CH2:26][CH2:25][CH2:24]4)=[N:13][C:14]4[C:19]([C:20]=3[Cl:21])=[CH:18][C:17](Br)=[CH:16][CH:15]=4)=[CH:8][CH:7]=2)[CH:5]=[CH:4][CH:3]=[N:2]1.[Li]CCCC.[CH3:34][N:35]1[C:39]([CH:40]=[O:41])=[CH:38][N:37]=[C:36]1[CH3:42]>C1COCC1>[N:23]1([C:12]2[C:11]([CH2:10][C:9]3[CH:27]=[CH:28][C:6]([N:1]4[CH:5]=[CH:4][CH:3]=[N:2]4)=[CH:7][CH:8]=3)=[C:20]([Cl:21])[C:19]3[C:14](=[CH:15][CH:16]=[C:17]([CH:40]([C:39]4[N:35]([CH3:34])[C:36]([CH3:42])=[N:37][CH:38]=4)[OH:41])[CH:18]=3)[N:13]=2)[CH2:26][CH2:25][CH2:24]1. Reported procedure: 3-(4-(1H-Pyrazol-1-yl)benzyl)-2-(azetidin-1-yl)-6-bromo-4-chloroquinoline (1.03 g, 2.27 mmol, Intermediate 17) and THF (15 mL) were combined in the reaction vessel under an N2 atmosphere and cooled to −78° C. in a dry ice acetone bath. n-BuLi (1.6 M in hexanes, 1.70 mL, 2.72 mmol) was then added dropwise via syringe over approximately one minute and contents were allowed to stir at −78° C. for an additional 5 minutes. 1,2-Dimethyl-1H-imidazole-5-carbaldehyde (0.31 g, 2.5 mmol) in THF (5 mL) was ... Starting materials: CS(=O)C1=NN2C(C=N1)=CC=C2C2=C(C=CC=C2)OC (2-methanesulfinyl-7-(2-methoxy-phenyl)-pyrrolo[2,1-f][1,2,4]triazine), N1=CNC2=C1C=CC(=C2)N (3H-benzimidazol-5-ylamine). Yields the product N1=CNC2=C1C=CC(=C2)NC2=NN1C(C=N2)=CC=C1C1=C(C=CC=C1)OC ((3H-Benzimidazol-5-yl)-[7-(2-methoxy-phenyl)-pyrrolo[2,1-f][1,2,4]triazin-2-yl]-amine). RXN SMILES: CS([C:4]1[N:9]=[CH:8][C:7]2=[CH:10][CH:11]=[C:12]([C:13]3[CH:18]=[CH:17][CH:16]=[CH:15][C:14]=3[O:19][CH3:20])[N:6]2[N:5]=1)=O.[N:21]1[C:25]2[CH:26]=[CH:27][C:28]([NH2:30])=[CH:29][C:24]=2[NH:23][CH:22]=1>>[N:21]1[C:25]2[CH:26]=[CH:27][C:28]([NH:30][C:4]3[N:9]=[CH:8][C:7]4=[CH:10][CH:11]=[C:12]([C:13]5[CH:18]=[CH:17][CH:16]=[CH:15][C:14]=5[O:19][CH3:20])[N:6]4[N:5]=3)=[CH:29][C:24]=2[NH:23][CH:22]=1. Procedure details: Following the synthetic and purification procedures described in Example 1293d, 2-methanesulfinyl-7-(2-methoxy-phenyl)-pyrrolo[2,1-f][1,2,4]triazine (75.4 mg, 0.262 mmol) was coupled to 3H-benzimidazol-5-ylamine (60.0 mg, 0.45 mmol) at 105° C. for 86 h to afford the title compound. Yield of TFA salt: 62 mg (50%) of brown powder. LC/MS: 357 (M+H); HPLC: 95% pure, RT=2.38 min; 1H NMR: (DMSO, δ) 9.77 (s, 1H), 9.38 (s, 1H), 9.02 (s, 1H), 8.04 (s, 1H), 7.93 (d, J=9.2, 1H), 7.85 (d, J=7.5, 1H), 7.65 (... Starting materials: CC1(NC(CCC1)(C)C)C (2,2,6,6-tetramethylpiperidine), [I-].[K+] (potassium iodide), BrCCCCCCCCCC=C (11-bromo-1-undecene). Run in CN1C(CCC1)=O (N-methylpyrrolidinone). Run at temperature 120 celsius. Yields the product C(CCCCCCCCC=C)N1C(CCCC1(C)C)(C)C (1-(10-undecenyl)-2,2,6,6-tetramethylpiperidine). Isolated yield 86.4%. RXN SMILES: [CH3:1][C:2]1([CH3:10])[CH2:7][CH2:6][CH2:5][C:4]([CH3:9])([CH3:8])[NH:3]1.[I-].[K+].Br[CH2:14][CH2:15][CH2:16][CH2:17][CH2:18][CH2:19][CH2:20][CH2:21][CH2:22][CH:23]=[CH2:24]>CN1CCCC1=O>[CH2:24]([N:3]1[C:4]([CH3:9])([CH3:8])[CH2:5][CH2:6][CH2:7][C:2]1([CH3:10])[CH3:1])[CH2:23][CH2:22][CH2:21][CH2:20][CH2:19][CH2:18][CH2:17][CH2:16][CH:15]=[CH2:14] |f:1.2|. Reported procedure: 2459 g of N-methylpyrrolidinone and 1013 g 2,2,6,6-tetramethylpiperidine were stirred and heated under inert atmosphere at atmospheric pressure. Granular potassium iodide (527 g) was added gradually over 45 minutes. At a slurry temperature of 112° C., 11-bromo-1-undecene (647 g) was added. The temperature was raised to 120° C. within 15 minutes, maintained at 120-135° C. for three hours and 100-120° C. for four hours. The slurry was cooled to room temperature and partitioned between aqueous NaOH... The reactants are O=C([O-])[O-], BrCC1CCCO1, CN(C)C=O, [K+], [K+], Oc1cccc(-c2cccc3nc(Nc4ccc(OCCN5CCCC5)cc4)nn23)c1. Yields the product c1cc(OCC2CCCO2)cc(-c2cccc3nc(Nc4ccc(OCCN5CCCC5)cc4)nn23)c1. Reaction SMILES: [C:39](=[O:40])([O-:41])[O-:42].[CH2:1]([CH:2]1[CH2:3][CH2:4][CH2:5][O:6]1)[Br:7].[CH3:45][N:46]([CH3:47])[CH:48]=[O:49].[K+:43].[K+:44].[N:8]1([CH2:13][CH2:14][O:15][c:16]2[cH:17][cH:18][c:19]([NH:22][c:23]3[n:24][n:25]4[c:26]([cH:27][cH:28][cH:29][c:30]4-[c:31]4[cH:32][c:33]([OH:37])[cH:34][cH:35][cH:36]4)[n:38]3)[cH:20][cH:21]2)[CH2:9][CH2:10][CH2:11][CH2:12]1>>[CH2:1]([CH:2]1[CH2:3][CH2:4][CH2:5][O:6]1)[O:37][c:33]1[cH:32][c:31](-[c:30]2[n:25]3[n:24][c:23]([NH:22][c:19]4[cH:18][cH:17][c:16]([O:15][CH2:14][CH2:13][N:8]5[CH2:9][CH2:10][CH2:11][CH2:12]5)[cH:21][cH:20]4)[n:38][c:26]3[cH:27][cH:28][cH:29]2)[cH:36][cH:35][cH:34]1. The reactants are [Cl-].C1(=CC=CC=C1)CCCCOC1=CC(=C(C[P+](C2=CC=CC=C2)(C2=CC=CC=C2)C2=CC=CC=C2)C=C1)OC ([4-(4-phenylbutoxy)-2-methoxybenzyl]triphenylphosphonium choride), C(=O)C1=C(OCC(=O)OCC)C=CC=C1 (ethyl o-formylphenoxyacetate), O1CCCC1 (tetrahydrofuran), [Cl-].[NH4+] (ammonium chloride), C(CCC)[Li].CCCCCC (n-butyl lithium hexane), O1CCCC1 (tetrahydrofuran). Reaction conditions: time 10 minute. Yields the product COC=1C=C(C=CC2=C(OCC(=O)OCC)C=CC=C2)C=CC1OCCCCC1=CC=CC=C1 (ethyl o-[3-methoxy-4-(4-phenylbutoxy)styryl]phenoxyacetate). As a reaction SMILES: [Cl-].[C:2]1([CH2:8][CH2:9][CH2:10][CH2:11][O:12][C:13]2[CH:38]=[CH:37][C:16]([CH2:17][P+](C3C=CC=CC=3)(C3C=CC=CC=3)C3C=CC=CC=3)=[C:15](OC)[CH:14]=2)[CH:7]=[CH:6][CH:5]=[CH:4][CH:3]=1.C([Li])CCC.CCCCCC.[CH:52]([C:54]1[CH:66]=[CH:65][CH:64]=[CH:63][C:55]=1[O:56][CH2:57][C:58]([O:60][CH2:61][CH3:62])=[O:59])=O.[Cl-].[NH4+].[O:69]1CCC[CH2:70]1>>[CH3:70][O:69][C:38]1[CH:37]=[C:16]([CH:15]=[CH:14][C:13]=1[O:12][CH2:11][CH2:10][CH2:9][CH2:8][C:2]1[CH:3]=[CH:4][CH:5]=[CH:6][CH:7]=1)[CH:17]=[CH:52][C:54]1[CH:66]=[CH:65][CH:64]=[CH:63][C:55]=1[O:56][CH2:57][C:58]([O:60][CH2:61][CH3:62])=[O:59] |f:0.1,2.3,5.6|. Procedure: To a suspension of 260 mg of [4-(4-phenylbutoxy)-2-methoxybenzyl]triphenylphosphonium choride obtained in Reference Example 22 in 2.5 ml of tetrahydrofuran was dropwise added 0.36 ml of a 1.42M n-butyl lithium/hexane solution. The mixture was stirred for 10 minutes to form a dark red solution. The solution was dropwise added to a solution of 114 mg of ethyl o-formylphenoxyacetate in 1 ml of tetrahydrofuran at 0° C. using an injection tube. After stirring for 20 minutes, a saturated ammonium chlo... Starting materials: C(C)(C)(C)OC(=O)C=1N(C2=CC=CC=C2C1)CC(COC1=CC=C(C=C1)CCCCCCCC)OC(C)=O (tert-butyl-1-[2-acetoxy-3-(4-octylphenoxy)propyl]indole-2-carboxylate), C[O-].[Na+] (sodium methanolate). Solvent: CO (methanol). Conditions: time 15 minute. The product is C(C)(C)(C)OC(=O)C=1N(C2=CC=CC=C2C1)CC(COC1=CC=C(C=C1)CCCCCCCC)O (tert-Butyl-1-[2-hydroxy-3-(4-octylphenoxy)propyl]indole-2-carboxylate). As a reaction SMILES: [C:1]([O:5][C:6]([C:8]1[N:9]([CH2:17][CH:18]([O:35]C(=O)C)[CH2:19][O:20][C:21]2[CH:26]=[CH:25][C:24]([CH2:27][CH2:28][CH2:29][CH2:30][CH2:31][CH2:32][CH2:33][CH3:34])=[CH:23][CH:22]=2)[C:10]2[C:15]([CH:16]=1)=[CH:14][CH:13]=[CH:12][CH:11]=2)=[O:7])([CH3:4])([CH3:3])[CH3:2].C[O-].[Na+]>CO>[C:1]([O:5][C:6]([C:8]1[N:9]([CH2:17][CH:18]([OH:35])[CH2:19][O:20][C:21]2[CH:26]=[CH:25][C:24]([CH2:27][CH2:28][CH2:29][CH2:30][CH2:31][CH2:32][CH2:33][CH3:34])=[CH:23][CH:22]=2)[C:10]2[C:15]([CH:16]=1)=[CH:14][CH:13]=[CH:12][CH:11]=2)=[O:7])([CH3:4])([CH3:3])[CH3:2] |f:1.2|. Procedure: 0.213 g (0.408 mmol) tert-butyl-1-[2-acetoxy-3-(4-octylphenoxy)propyl]indole-2-carboxylate is dissolved in 10 ml absolute methanol, mixed with 1.64 ml (0.82 mmol) of a 0.5M sodium methanolate solution and stirred at room temperature for 15 min. Following concentration to half the volume on the rotary evaporator, the batch is diluted with diethyl ether. Washing of the organic phase with semi-saturated and with saturated NaCl solution, drying on sodium sulfate, filtration and reconcentration on th... The reactants are O=C1CCC(=O)N1Br, CC1CCCCC1n1c(=O)[nH]c2cnc3[nH]ccc3c21, CN(C)C=O, ClC(Cl)Cl, O. Product: CC1CCCCC1n1c(=O)[nH]c2cnc3[nH]cc(Br)c3c21. As a reaction SMILES: [Br:21][N:22]1[C:23](=[O:24])[CH2:25][CH2:26][C:27]1=[O:28].[CH3:1][CH:2]1[CH:3]([n:8]2[c:9](=[O:20])[nH:10][c:11]3[c:12]2[c:13]2[c:14]([n:15][cH:16]3)[nH:17][cH:18][cH:19]2)[CH2:4][CH2:5][CH2:6][CH2:7]1.[CH3:34][N:35]([CH3:36])[CH:37]=[O:38].[CH:29]([Cl:30])([Cl:31])[Cl:32].[OH2:33]>>[CH3:1][CH:2]1[CH:3]([n:8]2[c:9](=[O:20])[nH:10][c:11]3[c:12]2[c:13]2[c:14]([n:15][cH:16]3)[nH:17][cH:18][c:19]2[Br:21])[CH2:4][CH2:5][CH2:6][CH2:7]1.